The task is: describe an organic reaction: reactants, conditions, products, and yield. This data is from the Open Reaction Database (ORD), a public repository of structured organic reaction records. Starting materials: suspension, Br[Zn]C[Zn]C[Zn]Br.C1CCCO1 (Nysted reagent), C(C)(C)(C)[Si](OC1C(C(C(C1)O)=O)COC(C1=CC=CC=C1)(C1=CC=CC=C1)C1=CC=CC=C1)(C1=CC=CC=C1)C1=CC=CC=C1 (3-(tert-butyl-diphenyl-silanyloxy)-5-hydroxy-2-trityloxymethyl-cyclopentanone), ( 2 ). Reagents/catalysts: Cl[Ti](Cl)(Cl)Cl (TiCl4). Run in O1CCCC1 (tetrahydrofuran), O1CCCC1 (tetrahydrofuran). Conditions: temperature 0 celsius. Product: C(C)(C)(C)[Si](OC1C(C(C(C1)O)=C)COC(C1=CC=CC=C1)(C1=CC=CC=C1)C1=CC=CC=C1)(C1=CC=CC=C1)C1=CC=CC=C1 (4-(tert-butyl-diphenyl-silanyloxy)-2-methylene-3-trityloxymethyl-cyclopentanol). Yield: 50.0%. As a reaction SMILES: Br[Zn]C[Zn]C[Zn]Br.[CH2:8]1OCCC1.[C:13]([Si:17]([C:53]1[CH:58]=[CH:57][CH:56]=[CH:55][CH:54]=1)([C:47]1[CH:52]=[CH:51][CH:50]=[CH:49][CH:48]=1)[O:18][CH:19]1[CH2:23][CH:22]([OH:24])[C:21](=O)[CH:20]1[CH2:26][O:27][C:28]([C:41]1[CH:46]=[CH:45][CH:44]=[CH:43][CH:42]=1)([C:35]1[CH:40]=[CH:39][CH:38]=[CH:37][CH:36]=1)[C:29]1[CH:34]=[CH:33][CH:32]=[CH:31][CH:30]=1)([CH3:16])([CH3:15])[CH3:14]>O1CCCC1.Cl[Ti](Cl)(Cl)Cl>[C:13]([Si:17]([C:47]1[CH:48]=[CH:49][CH:50]=[CH:51][CH:52]=1)([C:53]1[CH:54]=[CH:55][CH:56]=[CH:57][CH:58]=1)[O:18][CH:19]1[CH2:23][CH:22]([OH:24])[C:21](=[CH2:8])[CH:20]1[CH2:26][O:27][C:28]([C:41]1[CH:42]=[CH:43][CH:44]=[CH:45][CH:46]=1)([C:29]1[CH:34]=[CH:33][CH:32]=[CH:31][CH:30]=1)[C:35]1[CH:36]=[CH:37][CH:38]=[CH:39][CH:40]=1)([CH3:14])([CH3:15])[CH3:16] |f:0.1|. Procedure details: 2.4 ml (1.26 mmol) of 20% suspension Nysted reagent and 6.4 ml of tetrahydrofuran were added dropwise to a reactor successively and cooled to 0° C. 0.14 ml (1.26 mmol) of TiCl4 was added thereto dropwise, and the resulting mixture was stirred. The reaction mixture was cooled to −40° C., and a solution which had been prepared by dissolving 0.527 g (0.842 mmol) of 3-(tert-butyl-diphenyl-silanyloxy)-5-hydroxy-2-trityloxymethyl-cyclopentanone (a compound of formula (2)) obtained in Example 2 in 2.4 ... Starting materials: CC=1C=2C=C(C=CC2N(C1C=3C=CC(=CC3)O)CC=4C=CC(=CC4)OCCN5CCCCCC5)O (Bazedoxifene), CC(=O)C (acetone). Conditions: temperature 47.5 celsius. Product: CC=1C=2C=C(C=CC2N(C1C=3C=CC(=CC3)O)CC=4C=CC(=CC4)OCCN5CCCCCC5)O.CC(=O)O (bazedoxifene acetate). RXN SMILES: [CH3:1][C:2]1[C:3]2[CH:4]=[C:5]([OH:35])[CH:6]=[CH:7][C:8]=2[N:9]([CH2:18][C:19]2[CH:20]=[CH:21][C:22]([O:25][CH2:26][CH2:27][N:28]3[CH2:34][CH2:33][CH2:32][CH2:31][CH2:30][CH2:29]3)=[CH:23][CH:24]=2)[C:10]=1[C:11]1[CH:12]=[CH:13][C:14]([OH:17])=[CH:15][CH:16]=1.C[C:37]([CH3:39])=[O:38]>>[CH3:1][C:2]1[C:3]2[CH:4]=[C:5]([OH:35])[CH:6]=[CH:7][C:8]=2[N:9]([CH2:18][C:19]2[CH:24]=[CH:23][C:22]([O:25][CH2:26][CH2:27][N:28]3[CH2:29][CH2:30][CH2:31][CH2:32][CH2:33][CH2:34]3)=[CH:21][CH:20]=2)[C:10]=1[C:11]1[CH:12]=[CH:13][C:14]([OH:17])=[CH:15][CH:16]=1.[CH3:39][C:37]([OH:17])=[O:38] |f:2.3|. Reported procedure: Bazedoxifene free base (2 g) and acetone (20 mL) are mixed and heated to 45-50° C. to produce a clear solution, which is filtered. The filtrate is cooled to 25-35° C. and seed crystals (20 mg) are added, followed by drop-wise addition of acetic acid (0.26 g). n-Heptane (50 mL) is added drop-wise over 30 minutes. The formed solid is collected by filtration, sequentially washed with n-heptane (10 mL), and then suction dried for 5 minutes. The wet solid is dried under vacuum at 70° C. for about 4-5... The reactants are ice water, O1CCOC12CCC(CC2)=O (1,4-dioxaspiro[4.5]decan-8-one), [I-].C[S+](=O)(C)C (trimethylsulfoxonium iodide), CC(C)([O-])C.[K+] (potassium t-butoxide). The solvent is CS(=O)C (dimethyl sulfoxide), CS(=O)C (dimethyl sulfoxide). Conditions: time 8 hour. Product: O1CC12COC1(CO1)CCCC2 (1,5,8-trioxadispiro[2.2.2.4]dodecane). Reaction SMILES: [O:1]1[C:5]2([CH2:10][CH2:9][C:8](=O)[CH2:7][CH2:6]2)[O:4][CH2:3][CH2:2]1.[I-].C[S+](C)(C)=O.C[C:19](C)([O-:21])C.[K+]>CS(C)=O>[O:21]1[C:2]2([CH2:9][CH2:8][CH2:7][CH2:6][C:5]3([O:1][CH2:10]3)[O:4][CH2:3]2)[CH2:19]1 |f:1.2,3.4|. Procedure: A dimethyl sulfoxide (40 mL) solution of 1,4-dioxaspiro[4.5]decan-8-one (6.25 g) was added dropwise to a solution of trimethylsulfoxonium iodide (8.8 g) and potassium t-butoxide (4.5 g) in dimethyl sulfoxide (50 mL). The mixture was stirred at room temperature overnight. The mixture was then poured over ice-water and extracted with diethyl ether (3×200 mL). The combined organic extracts were washed with water and brine, dried over Na2SO4, and filtered. Concentration of the filtrate gave the crud... The reactants are [Al+3], CC(C)(C)c1cn2c(=O)n(C(C)(C)C)nc2c(Cl)n1, [Cl-], [Cl-], [Cl-], ClCCCl, O. As a reaction SMILES: [Al+3:23].[C:1]([CH3:2])([CH3:3])([CH3:4])[n:5]1[n:6][c:7]2[n:8]([cH:9][c:10]([C:14]([CH3:15])([CH3:16])[CH3:17])[n:11][c:12]2[Cl:13])[c:18]1=[O:19].[Cl-:20].[Cl-:21].[Cl-:22].[Cl:25][CH2:26][CH2:27][Cl:28].[OH2:24]>>[nH:5]1[n:6][c:7]2[n:8]([cH:9][c:10]([C:14]([CH3:15])([CH3:16])[CH3:17])[n:11][c:12]2[Cl:13])[c:18]1=[O:19]. Yields the product CC(C)(C)c1cn2c(=O)[nH]nc2c(Cl)n1. The reactants are C(C)(C)(C)O[C@H](C(=O)OCC)C1=C(C2=CC=C(C=C2C=C1C)B1OC(C(O1)(C)C)(C)C)C1=CC=C(C=C1)Cl ((S)-Ethyl 2-tert-butoxy-2-(1-(4-chlorophenyl)-3-methyl-6-(4,4,5,5-tetramethyl-1,3,2-dioxaborolan-2-yl)naphthalen-2-yl)acetate), BrC1=NC=CC=N1 (2-bromopyrimidine), C(=O)([O-])[O-].[K+].[K+] (K2CO3). The reagents and catalysts are C1=CC=C(C=C1)P([C-]2C=CC=C2)C3=CC=CC=C3.C1=CC=C(C=C1)P([C-]2C=CC=C2)C3=CC=CC=C3.Cl[Pd]Cl.[Fe+2] (PdCl2(dppf)). Run in C1(=CC=CC=C1)C.CCO (PhMe EtOH). Run at temperature 50 celsius. Yields the product C(C)(C)(C)O[C@H](C(=O)OCC)C1=C(C2=CC=C(C=C2C=C1C)C1=NC=CC=N1)C1=CC=C(C=C1)Cl ((S)-ethyl 2-tert-butoxy-2-(1-(4-chlorophenyl)-3-methyl-6-(pyrimidin-2-yl)naphthalen-2-yl)acetate). Reaction SMILES: [C:1]([O:5][C@@H:6]([C:12]1[C:21]([CH3:22])=[CH:20][C:19]2[C:14](=[CH:15][CH:16]=[C:17](B3OC(C)(C)C(C)(C)O3)[CH:18]=2)[C:13]=1[C:32]1[CH:37]=[CH:36][C:35]([Cl:38])=[CH:34][CH:33]=1)[C:7]([O:9][CH2:10][CH3:11])=[O:8])([CH3:4])([CH3:3])[CH3:2].Br[C:40]1[N:45]=[CH:44][CH:43]=[CH:42][N:41]=1.C([O-])([O-])=O.[K+].[K+]>C1C=CC(P(C2C=CC=CC=2)[C-]2C=CC=C2)=CC=1.C1C=CC(P(C2C=CC=CC=2)[C-]2C=CC=C2)=CC=1.Cl[Pd]Cl.[Fe+2].C1(C)C=CC=CC=1.CCO>[C:1]([O:5][C@@H:6]([C:12]1[C:21]([CH3:22])=[CH:20][C:19]2[C:14](=[CH:15][CH:16]=[C:17]([C:40]3[N:45]=[CH:44][CH:43]=[CH:42][N:41]=3)[CH:18]=2)[C:13]=1[C:32]1[CH:33]=[CH:34][C:35]([Cl:38])=[CH:36][CH:37]=1)[C:7]([O:9][CH2:10][CH3:11])=[O:8])([CH3:2])([CH3:3])[CH3:4] |f:2.3.4,5.6.7.8,9.10|. Procedure details: (S)-Ethyl 2-tert-butoxy-2-(1-(4-chlorophenyl)-3-methyl-6-(4,4,5,5-tetramethyl-1,3,2-dioxaborolan-2-yl)naphthalen-2-yl)acetate (0.072 g, 0.13 mmol), 2-bromopyrimidine (0.032 g, 0.20 mmol), PdCl2(dppf) (0.005 g, 0.007 mmol) were taken up in 3/1 PhMe/EtOH (1 mL). The resulting solution was treated with 2 M K2CO3 (0.35 mL, 0.70 mmol), sealed and sparged with Ar for 10 min. After 2.5 h of heating at 50° C. and cooling to room temperature, the crude reaction mixture was purified by Yamazen column chro... Reactants: 2'-methylbutyl 4-methylbenzenesulfonate, CCOCC (ether), C1(=CC=CC=C1)[Mg]Br (phenylmagnesium bromide), OS(=O)(=O)O (H2SO4), CCOCC (ether), BrC1=CC=CC=C1 (bromobenzene), [Mg] (magnesium). Reaction conditions: temperature 5 celsius, time 2 hour. Product: CC(CC1=CC=CC=C1)CC (4-(2'-methylbutyl)benzene). RXN SMILES: [C:1]1([Mg]Br)[CH:6]=[CH:5][CH:4]=[CH:3][CH:2]=1.Br[C:10]1[CH:15]=[CH:14][CH:13]=CC=1.[Mg].OS(O)(=O)=O.[CH3:22]COCC>>[CH3:13][CH:14]([CH2:15][CH3:10])[CH2:22][C:1]1[CH:6]=[CH:5][CH:4]=[CH:3][CH:2]=1. Procedure: A phenylmagnesium bromide solution repapred from 40 g of bromobenzene, 6.2 g of magnesium and 300 ml of ether was cooled at 5° C., and a mixture liquid of 125 g of 2'-methylbutyl 4-methylbenzenesulfonate (II) prepared above and 130 ml of ether was added dropwise. After 2 hours of stirring, the mixture was elevated in temperature to effect 2 hours of refluxing, followed by standing overnight. To the reaction liquid, 10 % H2SO4 was added with pH 2. The organic layer was washed successively with an... The reactants are C(C1=CC=CC=C1)(=O)N=C1OC(CN1)COC1=CC=CC=C1 (2-benzoylimino-5-phenoxymethyloxazolidine), N1C=NC(=C1)CCCN (3-(imidazole-4-yl)-propylamine). Run in C(C)#N (acetonitrile), C(C)O (ethanol). Product: C(C1=CC=CC=C1)(=O)NC(=NCCCC=1N=CNC1)NCC(COC1=CC=CC=C1)O (N-Benzoyl-N'-(2-hydroxy-3-phenoxypropyl)-N"-[3-(imidazol-4-yl)propyl]-guanidine). Yield: 38.0%. Reaction SMILES: [C:1]([N:9]=[C:10]1[NH:14][CH2:13][CH:12]([CH2:15][O:16][C:17]2[CH:22]=[CH:21][CH:20]=[CH:19][CH:18]=2)[O:11]1)(=[O:8])[C:2]1[CH:7]=[CH:6][CH:5]=[CH:4][CH:3]=1.[NH:23]1[CH:27]=[C:26]([CH2:28][CH2:29][CH2:30][NH2:31])[N:25]=[CH:24]1>C(#N)C.C(O)C>[C:1]([NH:9][C:10]([NH:14][CH2:13][CH:12]([OH:11])[CH2:15][O:16][C:17]1[CH:22]=[CH:21][CH:20]=[CH:19][CH:18]=1)=[N:31][CH2:30][CH2:29][CH2:28][C:26]1[N:25]=[CH:24][NH:23][CH:27]=1)(=[O:8])[C:2]1[CH:7]=[CH:6][CH:5]=[CH:4][CH:3]=1. Procedure details: 1.48 g (5 mmol) of 2-benzoylimino-5-phenoxymethyloxazolidine and 0.69 g (5.5 mmol) of 3-(imidazole-4-yl)-propylamine are heated together under reflux in a mixture of 40 ml of acetonitrile and 10 ml of ethanol for 8 hours. The reaction mixture is concentrated by evaporation under vacuum and the product is isolated and purified by preparative layer chromatography (silica gel 60 PF254 containing gypsum: solvent; chloroform/methanol 98:2, ammoniacal atmosphere). Crystallisation from acetonitrile res...